Task: describe an organic reaction: reactants, conditions, products, and yield. Dataset: the Open Reaction Database (ORD), a public repository of structured organic reaction records The reactants are C1(=CC=CC=C1)C([C@H](CC=C)OCC=C)C1=CC=CC=C1 ((2S)-1,1-Diphenyl-2-Allyloxy-Pent-4-en). The reagents and catalysts are catalyst. The solvent is C1=CC=CC=C1 (benzene). Product: C(C1=CC=CC=C1)(C1=CC=CC=C1)[C@H]1OCC=CC1 ((2S)-2-benzhydryl-3,6-dihydro-2H-pyran). Isolated yield 176.2%. RXN SMILES: C1([CH:7]([C:16]2[CH:21]=[CH:20][CH:19]=[CH:18][CH:17]=2)[C@@H:8]([O:12][CH2:13][CH:14]=C)[CH2:9][CH:10]=C)C=CC=CC=1>C1C=CC=CC=1>[CH:7]([C@@H:8]1[CH2:9][CH:10]=[CH:14][CH2:13][O:12]1)([C:16]1[CH:21]=[CH:20][CH:19]=[CH:18][CH:17]=1)[C:16]1[CH:17]=[CH:18][CH:19]=[CH:20][CH:21]=1. Procedure details: Into a solution of (2S)-1,1-Diphenyl-2-Allyloxy-Pent-4-ene 26a (0.19 g, 0.68 mmol) in dry benzene was added Grubb catalyst (0.028 g, 0.034 mmol, 5%) and the solution was refluxed under N2 for 20 h. The solvent was removed, and the residue was purified by flash chromatography (hexane/ether=9:1) to give 0.15 g (2S)-2-benzhydryl-3,6-dihydro-2H-pyran, 27a (88%, [α]D=(−)79.3, c=1, MeOH). Starting materials: CC(C)=CC(C(C(C)=O)(C)C)Cl (2,5,5-trimethyl-4-chloro-2-hepten-6-one), BrBr (bromine). Reagents/catalysts: Cl (hydrogen chloride). Run in C(Cl)(Cl)Cl (chloroform). Run at time 2.5 hour. Yields the product CC(C)=CC(C(C(CBr)=O)(C)C)Cl (2,5,5-trimethyl-4-chloro-7-bromo-2-hepten-6-one). Reaction SMILES: [CH3:1][C:2](=[CH:4][CH:5]([Cl:12])[C:6]([CH3:11])([CH3:10])[C:7](=[O:9])[CH3:8])[CH3:3].[Br:13]Br>C(Cl)(Cl)Cl.Cl>[CH3:3][C:2](=[CH:4][CH:5]([Cl:12])[C:6]([CH3:11])([CH3:10])[C:7](=[O:9])[CH2:8][Br:13])[CH3:1]. Procedure: 6.03 g (0.032 mol) of 2,5,5-trimethyl-4-chloro-2-hepten-6-one are dissolved in 75 ml of chloroform, 2 drops of an ethereal hydrogen chloride solution are added, and 5.12 g (0.032 mol) of bromine are then added in one portion at 25° C. The mixture is stirred for 2.5 hours at room temperature, and hydrogen bromide and solvent are distilled off in vacuo; the final residues are removed in a high vacuum. 8.7 g are obtained of crude, 2,5,5-trimethyl-4-chloro-7-bromo-2-hepten-6-one, the structure of wh... Product: CS(=O)(=O)C1=CC=C(C=C1)N1C=C(C=2C1=NC=CC2)C(=O)OC (Methyl 1-(4-(methylsulfonyl)phenyl)-1H-pyrrolo[2,3-b]pyridine-3-carboxylate). Run at temperature 110 celsius, time 48 hour. The reactants are cuprous iodide, P(=O)([O-])([O-])[O-].[K+].[K+].[K+] (potassium phosphate), CS(=O)(=O)C1=CC=C(C=C1)Br (4-bromophenyl methyl sulfone), [C@@H]1([C@@H](CCCC1)N)N (trans-1,2-cyclohexanediamine), N1C=C(C=2C1=NC=CC2)C(=O)OC (methyl 1H-pyrrolo[2,3-b]pyridine-3-carboxylate). Reaction SMILES: P([O-])([O-])([O-])=O.[K+].[K+].[K+].[CH3:9][S:10]([C:13]1[CH:18]=[CH:17][C:16](Br)=[CH:15][CH:14]=1)(=[O:12])=[O:11].[C@@H]1(N)CCCC[C@H]1N.[NH:28]1[C:32]2=[N:33][CH:34]=[CH:35][CH:36]=[C:31]2[C:30]([C:37]([O:39][CH3:40])=[O:38])=[CH:29]1>CCCCCCCCCCCC.O1CCOCC1.ClCCl>[CH3:9][S:10]([C:13]1[CH:18]=[CH:17][C:16]([N:28]2[C:32]3=[N:33][CH:34]=[CH:35][CH:36]=[C:31]3[C:30]([C:37]([O:39][CH3:40])=[O:38])=[CH:29]2)=[CH:15][CH:14]=1)(=[O:12])=[O:11] |f:0.1.2.3|. Run in ClCCl (dichloromethane), CCCCCCCCCCCC (dodecane), O1CCOCC1 (dioxane). Reported procedure: 0.038 g (0.2 mmol) of cuprous iodide, 0.891 g (4.2 mmol) of potassium phosphate, 0.47 g (2 mmol) of 4-bromophenyl methyl sulfone and 0.24 cm3 (2 mmol) of trans-1,2-cyclohexanediamine were added, under an argon atmosphere, to 0.405 g (2.3 mmol) of methyl 1H-pyrrolo[2,3-b]pyridine-3-carboxylate in solution in 0.3 cm3 of dodecane and 6 cm3 of dioxane. After stirring at a temperature in the region of 110° C. for 48 h, the reaction mixture was concentrated to dryness under reduced pressure (2.7 kPa) ... As a reaction SMILES: [CH3:1][c:2]1[n:3][c:4]2[c:5]([n:6]1[CH:7]1[CH2:8][CH:9]3[CH2:10][CH2:11][CH:12]([CH2:13]1)[N:14]3[CH2:15][CH2:16][C:17]1([c:42]3[cH:43][cH:44][cH:45][cH:46][cH:47]3)[CH2:18][CH2:19][N:20]([C:23](=[O:24])[c:25]3[c:26]([S:31](=[O:32])(=[O:33])[NH:34][C:35](=[O:36])[O:37][C:38]([CH3:39])([CH3:40])[CH3:41])[cH:27][cH:28][cH:29][cH:30]3)[CH2:21][CH2:22]1)[cH:48][cH:49][cH:50][cH:51]2.[ClH:52].[O:53]1[CH2:54][CH2:55][O:56][CH2:57][CH2:58]1>>[CH3:1][c:2]1[n:3][c:4]2[c:5]([n:6]1[CH:7]1[CH2:8][CH:9]3[CH2:10][CH2:11][CH:12]([CH2:13]1)[N:14]3[CH2:15][CH2:16][C:17]1([c:42]3[cH:43][cH:44][cH:45][cH:46][cH:47]3)[CH2:18][CH2:19][N:20]([C:23](=[O:24])[c:25]3[c:26]([S:31](=[O:32])(=[O:33])[NH2:34])[cH:27][cH:28][cH:29][cH:30]3)[CH2:21][CH2:22]1)[cH:48][cH:49][cH:50][cH:51]2. The reactants are Cc1nc2ccccc2n1C1CC2CCC(C1)N2CCC1(c2ccccc2)CCN(C(=O)c2ccccc2S(=O)(=O)NC(=O)OC(C)(C)C)CC1, Cl, C1COCCO1. Product: Cc1nc2ccccc2n1C1CC2CCC(C1)N2CCC1(c2ccccc2)CCN(C(=O)c2ccccc2S(N)(=O)=O)CC1.